describe an organic reaction: reactants, conditions, products, and yield From a dataset of the Open Reaction Database (ORD), a public repository of structured organic reaction records. Starting materials: Cc1ccnc(Br)c1, CON(C)C(=O)c1cn(-c2cccc(-c3cccnc3F)c2)cn1. The product is Cc1ccnc(C(=O)c2cn(-c3cccc(-c4cccnc4F)c3)cn2)c1. Reaction SMILES: [Br:25][c:26]1[n:27][cH:28][cH:29][c:30]([CH3:32])[cH:31]1.[CH3:1][O:2][N:3]([C:4](=[O:5])[c:6]1[n:7][cH:8][n:9](-[c:11]2[cH:12][c:13](-[c:17]3[c:18]([F:23])[n:19][cH:20][cH:21][cH:22]3)[cH:14][cH:15][cH:16]2)[cH:10]1)[CH3:24]>>[C:4](=[O:5])([c:6]1[n:7][cH:8][n:9](-[c:11]2[cH:12][c:13](-[c:17]3[c:18]([F:23])[n:19][cH:20][cH:21][cH:22]3)[cH:14][cH:15][cH:16]2)[cH:10]1)[c:26]1[n:27][cH:28][cH:29][c:30]([CH3:32])[cH:31]1. Reactants: [Br-].[Br-].[Br-].B (boran tri-bromide), [Br-].[Br-].[Br-].B (Boran tri-bromide), COC=1C=C2CCN(C(C2=CC1)=O)C=1C=NC=CC1C (6-Methoxy-2-(4-methyl-pyridin-3-yl)-3,4-dihydro-2H-isoquinolin-1-one), C(C)OC(C)=O (ethylacetate), C(=O)(O)[O-].[Na+] (NaHCO3). Solvent: C(Cl)Cl (DCM), CCCCCC (hexane), C(Cl)Cl (DCM), CO (Methanol). Conditions: time 16 hour. The product is OC=1C=C2CCN(C(C2=CC1)=O)C=1C=NC=CC1C (6-Hydroxy-2-(4-methyl-pyridin-3-yl)-3,4-dihydro-2H-isoquinolin-1-one). Yield: 9.7%. Reaction SMILES: [Br-].[Br-].[Br-].B.C[O:6][C:7]1[CH:8]=[C:9]2[C:14](=[CH:15][CH:16]=1)[C:13](=[O:17])[N:12]([C:18]1[CH:19]=[N:20][CH:21]=[CH:22][C:23]=1[CH3:24])[CH2:11][CH2:10]2.C(OC(=O)C)C.C([O-])(O)=O.[Na+]>C(Cl)Cl.CCCCCC.CO>[OH:6][C:7]1[CH:8]=[C:9]2[C:14](=[CH:15][CH:16]=1)[C:13](=[O:17])[N:12]([C:18]1[CH:19]=[N:20][CH:21]=[CH:22][C:23]=1[CH3:24])[CH2:11][CH2:10]2 |f:0.1.2.3,6.7|. Procedure: Boran tri-bromide (0.68 mL, 0.6715 mmol) was added dropwise to a solution of 6-methoxy-2-(4-methyl-pyridin-3-yl)-3,4-dihydro-2H-isoquinolin-1-one (11A: 0.120 g, 0.4477 mmol) in DCM (2 mL) at −78° C. over a period of 5 minutes under nitrogen atmosphere. The resulting mixture was stirred at room temperature for 16 hours. The reaction was monitored by TLC (80% ethylacetate in hexane). Since unreacted starting material was observed, a further 1.5 equivalents of boran tri-bromide (0.68 mL, 0.6715 mmo...